Dataset: the Open Reaction Database (ORD), a public repository of structured organic reaction records. Task: describe an organic reaction: reactants, conditions, products, and yield Reactants: O=S(=O)(c1cccc(Br)c1)C(F)(F)F, C1CNCCN1. The product is O=S(=O)(c1cccc(N2CCNCC2)c1)C(F)(F)F. RXN SMILES: [Br:1][c:2]1[cH:3][c:4]([S:8](=[O:9])(=[O:10])[C:11]([F:12])([F:13])[F:14])[cH:5][cH:6][cH:7]1.[CH2:15]1[CH2:16][NH:17][CH2:18][CH2:19][NH:20]1>>[c:2]1([N:17]2[CH2:16][CH2:15][NH:20][CH2:19][CH2:18]2)[cH:3][c:4]([S:8](=[O:9])(=[O:10])[C:11]([F:12])([F:13])[F:14])[cH:5][cH:6][cH:7]1. The reactants are C(C1=CC=CC=C1)(C1=CC=CC=C1)O (benzhydrol), CC(C)([O-])C.[K+] (potassium tertiary butoxide), FC1=CC=C(C=C1)C(OCCCN1CCN(CC1)CCCl)C1=CC=CC=C1 (1-[3-[(4-fluorophenyl)-phenylmethoxy]propyl]-4-(2-chloroethyl)piperazine). Run in C(C)(C)(C)O (tertiary butanol), C(C)(C)(C)O (tertiary butanol). Product: FC1=CC=C(C=C1)C(OCCCN1CCN(CC1)CCOC(C1=CC=CC=C1)C1=CC=CC=C1)C1=CC=CC=C1 (1-[3-[(4-Fluorophenyl)-phenylmethoxy]-propyl]-4-[2-(diphenylmethoxy)ethyl]piperazine). As a reaction SMILES: [CH:1]([OH:14])([C:8]1[CH:13]=[CH:12][CH:11]=[CH:10][CH:9]=1)[C:2]1[CH:7]=[CH:6][CH:5]=[CH:4][CH:3]=1.CC(C)([O-])C.[K+].[F:21][C:22]1[CH:27]=[CH:26][C:25]([CH:28]([C:42]2[CH:47]=[CH:46][CH:45]=[CH:44][CH:43]=2)[O:29][CH2:30][CH2:31][CH2:32][N:33]2[CH2:38][CH2:37][N:36]([CH2:39][CH2:40]Cl)[CH2:35][CH2:34]2)=[CH:24][CH:23]=1>C(O)(C)(C)C>[F:21][C:22]1[CH:27]=[CH:26][C:25]([CH:28]([C:42]2[CH:47]=[CH:46][CH:45]=[CH:44][CH:43]=2)[O:29][CH2:30][CH2:31][CH2:32][N:33]2[CH2:38][CH2:37][N:36]([CH2:39][CH2:40][O:14][CH:1]([C:2]3[CH:7]=[CH:6][CH:5]=[CH:4][CH:3]=3)[C:8]3[CH:13]=[CH:12][CH:11]=[CH:10][CH:9]=3)[CH2:35][CH2:34]2)=[CH:24][CH:23]=1 |f:1.2|. Procedure details: 10.1 g of benzhydrol are refluxed with 6.2 g of potassium tertiary butoxide in 100 ml of anhydrous tertiary butanol under argon gas for 30 minutes, then 19.6 g of 1-[3-[(4-fluorophenyl)-phenylmethoxy]propyl]-4-(2-chloroethyl)piperazine dissolved in 40 ml of anhydrous tertiary butanol are dropwise added. The mixture is boiled for one additional hour, then evaporated to about 40 ml under reduced pressure and after adding water it is extracted with benzene. The organic phase is dried over anhydrous... Starting materials: CNC(=O)CN1CCC(Oc2cc(C#N)c([N+](=O)[O-])cc2OC)CC1, CC1CCCO1, CO, Cl, [Na+], [Na+], [Na+], [OH-], O, O=S([O-])S(=O)[O-]. Yields the product CNC(=O)CN1CCC(Oc2cc(C#N)c(N)cc2OC)CC1. As a reaction SMILES: [C:1](#[N:2])[c:3]1[c:4]([N+:23]([O-:24])=[O:25])[cH:5][c:6]([O:21][CH3:22])[c:7]([O:8][CH:9]2[CH2:10][CH2:11][N:12]([CH2:15][C:16](=[O:17])[NH:18][CH3:19])[CH2:13][CH2:14]2)[cH:20]1.[CH3:37][CH:38]1[CH2:39][CH2:40][CH2:41][O:42]1.[CH3:44][OH:45].[ClH:34].[Na+:32].[Na+:33].[Na+:36].[OH-:35].[OH2:43].[S:26]([S:27]([O-:28])=[O:29])([O-:30])=[O:31]>>[C:1](#[N:2])[c:3]1[c:4]([NH2:23])[cH:5][c:6]([O:21][CH3:22])[c:7]([O:8][CH:9]2[CH2:10][CH2:11][N:12]([CH2:15][C:16](=[O:17])[NH:18][CH3:19])[CH2:13][CH2:14]2)[cH:20]1. The reactants are ClC(Cl)(Cl)Cl, C1CCCCC1, COC(=O)C(C)CO, N=C(OCc1ccccc1)C(Cl)(Cl)Cl, O=S(=O)(O)C(F)(F)F. Product: COC(=O)C(C)COCc1ccccc1. RXN SMILES: [C:9]([Cl:10])([Cl:11])([Cl:12])[Cl:13].[CH2:36]1[CH2:37][CH2:38][CH2:39][CH2:40][CH2:41]1.[CH3:1][O:2][C:3]([CH:4]([CH2:5][OH:6])[CH3:7])=[O:8].[Cl:14][C:15]([Cl:16])([Cl:17])[C:25](=[NH:26])[O:27][CH2:18][c:19]1[cH:20][cH:21][cH:22][cH:23][cH:24]1.[OH:28][S:29]([C:30]([F:31])([F:32])[F:33])(=[O:34])=[O:35]>>[CH3:1][O:2][C:3]([CH:4]([CH2:5][O:6][CH2:18][c:19]1[cH:20][cH:21][cH:22][cH:23][cH:24]1)[CH3:7])=[O:8].